Task: describe an organic reaction: reactants, conditions, products, and yield. Dataset: the Open Reaction Database (ORD), a public repository of structured organic reaction records Reactants: O=C([O-])[O-], CCC(C)=O, CCOC(C)=O, CC1CN(C(=O)CCl)C(C)CN1Cc1ccc(F)cc1, NS(=O)(=O)c1cc(Cl)ccc1O, [I-], [K+], [K+], [K+]. Product: CC1CN(C(=O)COc2ccc(Cl)cc2S(N)(=O)=O)C(C)CN1Cc1ccc(F)cc1. Reaction SMILES: [C:33](=[O:34])([O-:35])[O-:36].[CH3:41][C:42](=[O:43])[CH2:44][CH3:45].[CH3:46][CH2:47][O:48][C:49](=[O:50])[CH3:51].[Cl:1][CH2:2][C:3](=[O:4])[N:5]1[CH:6]([CH3:20])[CH2:7][N:8]([CH2:12][c:13]2[cH:14][cH:15][c:16]([F:19])[cH:17][cH:18]2)[CH:9]([CH3:11])[CH2:10]1.[Cl:21][c:22]1[cH:23][cH:24][c:25]([OH:32])[c:26]([S:28](=[O:29])(=[O:30])[NH2:31])[cH:27]1.[I-:40].[K+:37].[K+:38].[K+:39]>>[CH2:2]([C:3](=[O:4])[N:5]1[CH:6]([CH3:20])[CH2:7][N:8]([CH2:12][c:13]2[cH:14][cH:15][c:16]([F:19])[cH:17][cH:18]2)[CH:9]([CH3:11])[CH2:10]1)[O:32][c:25]1[cH:24][cH:23][c:22]([Cl:21])[cH:27][c:26]1[S:28](=[O:29])(=[O:30])[NH2:31]. Reported procedure: The title compound was prepared according to the procedure described for Example 156 using 1-(3-{2-[4-(2-methyl-5-quinolinyl)-1-piperazinyl]ethyl}phenyl)-2-imidazolidinone (Example 85, 50 mg), DMF (1 mL), sodium hydride (60%, 14 mg) and 3-chloromethylpyridine hydrochloride (20 mg). Yield, 20 mg. As a reaction SMILES: [ClH:1].Cl.[CH3:3][C:4]1[CH:13]=[CH:12][C:11]2[C:6](=[CH:7][CH:8]=[CH:9][C:10]=2[N:14]2[CH2:19][CH2:18][N:17]([CH2:20][CH2:21][C:22]3[CH:23]=[C:24]([N:28]4[CH2:32][CH2:31][NH:30][C:29]4=[O:33])[CH:25]=[CH:26][CH:27]=3)[CH2:16][CH2:15]2)[N:5]=1.[H-].[Na+].Cl.[Cl:37][CH2:38][C:39]1[CH:40]=[N:41][CH:42]=[CH:43][CH:44]=1>CN(C=O)C>[ClH:37].[ClH:1].[CH3:3][C:4]1[CH:13]=[CH:12][C:11]2[C:6](=[CH:7][CH:8]=[CH:9][C:10]=2[N:14]2[CH2:19][CH2:18][N:17]([CH2:20][CH2:21][C:22]3[CH:23]=[C:24]([N:28]4[CH2:32][CH2:31][N:30]([CH2:38][C:39]5[CH:40]=[N:41][CH:42]=[CH:43][CH:44]=5)[C:29]4=[O:33])[CH:25]=[CH:26][CH:27]=3)[CH2:16][CH2:15]2)[N:5]=1 |f:0.1.2,3.4,5.6,8.9.10|. Run in CN(C)C=O (DMF). Starting materials: Cl.Cl.CC1=NC2=CC=CC(=C2C=C1)N1CCN(CC1)CCC=1C=C(C=CC1)N1C(NCC1)=O (1-(3-{2-[4-(2-Methyl-5-quinolinyl)-1-piperazinyl]ethyl}phenyl)-2-imidazolidinone dihydrochloride), [H-].[Na+] (sodium hydride), Cl.ClCC=1C=NC=CC1 (3-chloromethylpyridine hydrochloride). Yields the product Cl.Cl.CC1=NC2=CC=CC(=C2C=C1)N1CCN(CC1)CCC=1C=C(C=CC1)N1C(N(CC1)CC=1C=NC=CC1)=O (1-(3-{2-[4-(2-Methyl-5-quinolinyl)-1-piperazinyl]ethyl}phenyl)-3-(3-pyridinylmethyl)-2-imidazolidinone dihydrochloride). RXN SMILES: [CH2:1]([O:4][C:5]([N:7]([CH2:9][CH:10]([CH2:21][N:22]([C:24]([O:26][CH2:27][CH:28]=[CH2:29])=[O:25])[CH3:23])[CH:11]([O:13][Si](C(C)(C)C)(C)C)[CH3:12])[CH3:8])=[O:6])[CH:2]=[CH2:3].Cl.[OH2:31]>C(OCC)(=O)C>[CH2:27]([O:26][C:24]([N:22]([CH2:21][CH:10]([CH2:9][N:7]([C:5]([O:4][CH2:1][CH:2]=[CH2:3])=[O:6])[CH3:8])[C:11]([OH:13])([OH:31])[CH3:12])[CH3:23])=[O:25])[CH:28]=[CH2:29]. Reported procedure: To a stirred solution of 1-(N-allyloxycarbonyl-N-methylamino)-2-(N-allyloxycarbonyl-N-methylaminomethyl)-3-(t-butyldimethylsilyloxy)butane (123 g) in ethyl acetate (1.2 l) was added 6N-aqueous hydrochloric acid (240 ml) at ambient temperature. After stirring at the same temperature for 2.5 hours, to the mixture was added water (1 l) and the organic layer was separated. The organic layer was washed successively with 1N-aqueous sodium hydroxide (1 l), saturated aqueous ammonium chloride (500 ml), ... The reactants are C(C=C)OC(=O)N(C)CC(C(C)O[Si](C)(C)C(C)(C)C)CN(C)C(=O)OCC=C (1-(N-allyloxycarbonyl-N-methylamino)-2-(N-allyloxycarbonyl-N-methylaminomethyl)-3-(t-butyldimethylsilyloxy)butane), Cl (hydrochloric acid), O (water). Reaction conditions: time 2.5 hour. Run in C(C)(=O)OCC (ethyl acetate). The product is C(C=C)OC(=O)N(C)CC(C(C)(O)O)CN(C)C(=O)OCC=C (1-(N-allyloxycarbonyl-N-methylamino)-2-(N-allyloxycarbonyl-N-methylaminomethyl)-3-hydroxybutan-3-ol). The reactants are ice water, solution, ClC(=O)OCC (ethyl chloroformate), O=C1CCC(CC1)=CCCCC(=O)O (5-(4-oxocyclohexylidene)-valeric acid), Cl (hydrochloric acid), solution, C(C)NCC (diethylamine). Run in O1CCCC1 (tetrahydrofuran), O1CCCC1 (tetrahydrofuran), C(C)N(CC)CC (triethylamine), O1CCCC1 (tetrahydrofuran). Reaction conditions: time 1 hour. The product is C(C)N(C(CCCC=C1CCC(CC1)=O)=O)CC (N,N-diethyl-5-(4-oxocyclohexylidene)-valeramide). Reaction SMILES: [O:1]=[C:2]1[CH2:7][CH2:6][C:5](=[CH:8][CH2:9][CH2:10][CH2:11][C:12]([OH:14])=O)[CH2:4][CH2:3]1.ClC(OCC)=O.[CH2:21]([NH:23][CH2:24][CH3:25])[CH3:22].Cl>O1CCCC1.C(N(CC)CC)C>[CH2:21]([N:23]([CH2:24][CH3:25])[C:12](=[O:14])[CH2:11][CH2:10][CH2:9][CH:8]=[C:5]1[CH2:4][CH2:3][C:2](=[O:1])[CH2:7][CH2:6]1)[CH3:22]. Procedure: In 21 ml of anhydrous tetrahydrofuran were dissolved 1.50 g of 5-(4-oxocyclohexylidene)-valeric acid and 1.17 ml of triethylamine. Then, 4.50 ml of a solution of 0.80 ml of ethyl chloroformate in anhydrous tetrahydrofuran was dropwise added at −20° C., and the resulting mixture was stirred at the same temperature as above for one hour. Then, 4.50 ml of a solution of anhydrous tetrahydrofuran containing 2.00 ml of diethylamine was dropwise added at the same temperature, and the resulting mixture ... The reactants are CC(C)(C)S(N)=O, ClCCl, O=Cc1ccc(C(F)(F)F)cc1, O=S(=O)([O-])[O-]. Reaction SMILES: [CH3:1][C:2]([CH3:3])([CH3:4])[S:5](=[O:6])[NH2:7].[Cl:25][CH2:26][Cl:27].[F:8][C:9]([c:10]1[cH:11][cH:12][c:13]([CH:14]=[O:15])[cH:16][cH:17]1)([F:18])[F:19].[O-:20][S:21](=[O:22])(=[O:23])[O-:24]>>[CH3:1][C:2]([CH3:3])([CH3:4])[S:5](=[O:6])[N:7]=[CH:14][c:13]1[cH:12][cH:11][c:10]([C:9]([F:8])([F:18])[F:19])[cH:17][cH:16]1. The product is CC(C)(C)S(=O)N=Cc1ccc(C(F)(F)F)cc1. Isolated yield 74.0%. RXN SMILES: Cl.[CH3:2][NH:3][C@@H:4]([C:8]([OH:10])=[O:9])[CH:5]([CH3:7])[CH3:6].Br[CH2:12][C:13]1[CH:25]=[CH:24][C:16]([C:17]([O:19][C:20]([CH3:23])([CH3:22])[CH3:21])=[O:18])=[CH:15][CH:14]=1>>[CH3:2][N:3]([CH2:12][C:13]1[CH:14]=[CH:15][C:16]([C:17]([O:19][C:20]([CH3:23])([CH3:22])[CH3:21])=[O:18])=[CH:24][CH:25]=1)[C@@H:4]([C:8]([OH:10])=[O:9])[CH:5]([CH3:7])[CH3:6] |f:0.1|. Procedure details: Prepared by reaction of methyl D-valine hydrochloride and tert-butyl 4-bromomethylbenzoate analogously to Example 56, stage a. The compound was obtained in 74% yield after chromatographic purification, FAB-MS: 321 (M+). The product is CN([C@H](C(C)C)C(=O)O)CC1=CC=C(C=C1)C(=O)OC(C)(C)C (Methyl N-(4-tert-Butoxycarbonylbenzyl)-D-valine). Starting materials: Cl.CN[C@H](C(C)C)C(=O)O (methyl D-valine hydrochloride), BrCC1=CC=C(C(=O)OC(C)(C)C)C=C1 (tert-butyl 4-bromomethylbenzoate). Starting materials: C(C)OC(=O)[C@@]1(C(C1)C=C)NC(=O)[C@H]1[C@@H](C[C@@H](C1)OC1=CC(=NC2=CC(=CC=C12)OC)C=1N=C(SC1)NC(C)C)C(=O)OC(C)(C)C (tert-Butyl (1R,2R,4R)-2-[[[(1R)-1-(ethoxycarbonyl)-2-vinylcyclopropyl]amino]carbonyl]-4-[[2-[2-(isopropylamino)-1,3-thiazol-4-yl]-7-methoxyquinolin-4-yl]oxy]cyclopentanecarboxylate), C(=O)(C(F)(F)F)O (TFA), [SiH](CC)(CC)CC (Et3SiH). Run in C(Cl)Cl (CH2Cl2). The product is C(C)OC(=O)[C@@]1(C(C1)C=C)NC(=O)[C@H]1[C@@H](C[C@@H](C1)OC1=CC(=NC2=CC(=CC=C12)OC)C=1N=C(SC1)NC(C)C)C(=O)O ((1R,2R,4R)-2-[[[(1R)-1-(Ethoxycarbonyl)-2-vinylcyclopropyl]amino]carbonyl]-4-[[2-[2-(isopropylamino)-1,3-thiazol-4-yl]-7-methoxyquinolin-4-yl]oxy]cyclopentanecarboxylic acid). RXN SMILES: [CH2:1]([O:3][C:4]([C@@:6]1([NH:11][C:12]([C@@H:14]2[CH2:18][C@@H:17]([O:19][C:20]3[C:29]4[C:24](=[CH:25][C:26]([O:30][CH3:31])=[CH:27][CH:28]=4)[N:23]=[C:22]([C:32]4[N:33]=[C:34]([NH:37][CH:38]([CH3:40])[CH3:39])[S:35][CH:36]=4)[CH:21]=3)[CH2:16][C@H:15]2[C:41]([O:43]C(C)(C)C)=[O:42])=[O:13])[CH2:8][CH:7]1[CH:9]=[CH2:10])=[O:5])[CH3:2].C(O)(C(F)(F)F)=O.[SiH](CC)(CC)CC>C(Cl)Cl>[CH2:1]([O:3][C:4]([C@@:6]1([NH:11][C:12]([C@@H:14]2[CH2:18][C@@H:17]([O:19][C:20]3[C:29]4[C:24](=[CH:25][C:26]([O:30][CH3:31])=[CH:27][CH:28]=4)[N:23]=[C:22]([C:32]4[N:33]=[C:34]([NH:37][CH:38]([CH3:40])[CH3:39])[S:35][CH:36]=4)[CH:21]=3)[CH2:16][C@H:15]2[C:41]([OH:43])=[O:42])=[O:13])[CH2:8][CH:7]1[CH:9]=[CH2:10])=[O:5])[CH3:2]. Reported procedure: To a solution of compound 40 (20 mg, 30 umol) in CH2Cl2 (2 mL) was added TFA (2 mL) and Et3SiH (10 μL, 63 umol). After 2 h the volatiles were evaporated and the product was used without any purification. Title compound: 18 mg, quant. as a white solid.